Dataset: the Open Reaction Database (ORD), a public repository of structured organic reaction records. Task: describe an organic reaction: reactants, conditions, products, and yield The solvent is C(Cl)Cl (DCM), C(C)#N (acetonitrile). The product is FC1=CC(=C(C=C1)NC(OC(C)(C)C)=O)NC1=NC=C(C(=N1)N[C@@H]1CC[C@H](CC1)O)[N+](=O)[O-] (tert-Butyl 4-fluoro-2-(4-(trans-4-hydroxycyclohexylamino)-5-nitropyrimidin-2-ylamino)phenylcarbamate). Procedure details: Potassium carbonate (105 mg) was added to a stirred mixture of tert-butyl 4-fluoro-2-(5-nitro-4-thiocyanatopyrimidin-2-ylamino)phenyl-carbamate (101 mg) in acetonitrile (5 ml) followed by the addition of trans-4-hydroxycyclohexylamine (44 mg). The reaction mixture was stirred for 16 hours, then diluted with DCM and washed with water and brine. The organic layer was dried over Na2SO4, filtered, and concentrated in vacuo to provide 110 mg of the title compound. Reaction conditions: time 16 hour. Reaction SMILES: C(=O)([O-])[O-].[K+].[K+].[F:7][C:8]1[CH:13]=[CH:12][C:11]([NH:14][C:15](=[O:21])[O:16][C:17]([CH3:20])([CH3:19])[CH3:18])=[C:10]([NH:22][C:23]2[N:28]=[C:27](SC#N)[C:26]([N+:32]([O-:34])=[O:33])=[CH:25][N:24]=2)[CH:9]=1.[OH:35][C@H:36]1[CH2:41][CH2:40][C@H:39]([NH2:42])[CH2:38][CH2:37]1>C(#N)C.C(Cl)Cl>[F:7][C:8]1[CH:13]=[CH:12][C:11]([NH:14][C:15](=[O:21])[O:16][C:17]([CH3:19])([CH3:18])[CH3:20])=[C:10]([NH:22][C:23]2[N:28]=[C:27]([NH:42][C@H:39]3[CH2:40][CH2:41][C@H:36]([OH:35])[CH2:37][CH2:38]3)[C:26]([N+:32]([O-:34])=[O:33])=[CH:25][N:24]=2)[CH:9]=1 |f:0.1.2|. Yield: 95.7%. The reactants are C([O-])([O-])=O.[K+].[K+] (Potassium carbonate), FC1=CC(=C(C=C1)NC(OC(C)(C)C)=O)NC1=NC=C(C(=N1)SC#N)[N+](=O)[O-] (tert-butyl 4-fluoro-2-(5-nitro-4-thiocyanatopyrimidin-2-ylamino)phenyl-carbamate), O[C@@H]1CC[C@H](CC1)N (trans-4-hydroxycyclohexylamine). Starting materials: C1=CCCCC1, CCOc1nc2cc([N+](=O)[O-])ccc2c(=O)o1, c1ccccc1. The product is CCOc1nc2cc(N)ccc2c(=O)o1. As a reaction SMILES: [CH2:18]1[CH2:19][CH:20]=[CH:21][CH2:22][CH2:23]1.[N+:1]([O-:2])(=[O:3])[c:4]1[cH:5][c:6]2[c:7]([c:8](=[O:15])[o:9][c:10]([O:12][CH2:13][CH3:14])[n:11]2)[cH:16][cH:17]1.[cH:24]1[cH:25][cH:26][cH:27][cH:28][cH:29]1>>[NH2:1][c:4]1[cH:5][c:6]2[c:7]([c:8](=[O:15])[o:9][c:10]([O:12][CH2:13][CH3:14])[n:11]2)[cH:16][cH:17]1.